From a dataset of the Open Reaction Database (ORD), a public repository of structured organic reaction records. describe an organic reaction: reactants, conditions, products, and yield The reactants are C1(=CC=CC=C1)C(C1=CC=CC=C1)OC(=O)C1=C(CS[C@H]2N1C([C@H]2NC([C@H](NC(=O)N2C(C(N(CC2)CC)=O)=O)C2=C(C=C(C=C2)C(=O)OC(C)(C)C)N)=O)=O)COC(N)=O (7β-[(2R)-2-(4-BOC-aminophenyl)-2-(4-ethyl-2,3-dioxopiperazine-1-carboxamido)-acetamido]-3-carbamoyloxymethyl-3-cephem-4-carboxylic acid diphenylmethyl ester), O.C1(=CC=C(C=C1)S(=O)(=O)O)C (p-toluenesulphonic acid monohydrate), C(C)#N (acetonitrile). Yields the product C1(=CC=C(C=C1)S(=O)(=O)O)C.C1(=CC=CC=C1)C(C1=CC=CC=C1)OC(=O)C1=C(CS[C@H]2N1C([C@H]2NC([C@H](NC(=O)N2C(C(N(CC2)CC)=O)=O)C2=CC=C(C=C2)N)=O)=O)COC(N)=O (7β-[(2R)-2-(4-Aminophenyl)-2-(4-ethyl-2,3-dioxopiperazine-1-carboxamido)-acetamido]-3-carbamoyloxymethyl-3-cephem-4-carboxylic acid diphenylmethyl ester p-toluenesulphonate). Reaction SMILES: [C:1]1([CH:7]([O:14][C:15]([C:17]2[N:22]3[C:23](=[O:56])[C@@H:24]([NH:25][C:26](=[O:55])[C@@H:27]([C:41]4[CH:46]=[CH:45][C:44](C(OC(C)(C)C)=O)=[CH:43][C:42]=4N)[NH:28][C:29]([N:31]4[CH2:36][CH2:35][N:34]([CH2:37][CH3:38])[C:33](=[O:39])[C:32]4=[O:40])=[O:30])[C@H:21]3[S:20][CH2:19][C:18]=2[CH2:57][O:58][C:59](=[O:61])[NH2:60])=[O:16])[C:8]2[CH:13]=[CH:12][CH:11]=[CH:10][CH:9]=2)[CH:6]=[CH:5][CH:4]=[CH:3][CH:2]=1.O.[C:63]1([CH3:73])[CH:68]=[CH:67][C:66]([S:69]([OH:72])(=[O:71])=[O:70])=[CH:65][CH:64]=1.C(#[N:76])C>>[C:63]1([CH3:73])[CH:64]=[CH:65][C:66]([S:69]([OH:72])(=[O:70])=[O:71])=[CH:67][CH:68]=1.[C:1]1([CH:7]([O:14][C:15]([C:17]2[N:22]3[C:23](=[O:56])[C@@H:24]([NH:25][C:26](=[O:55])[C@@H:27]([C:41]4[CH:42]=[CH:43][C:44]([NH2:76])=[CH:45][CH:46]=4)[NH:28][C:29]([N:31]4[CH2:36][CH2:35][N:34]([CH2:37][CH3:38])[C:33](=[O:39])[C:32]4=[O:40])=[O:30])[C@H:21]3[S:20][CH2:19][C:18]=2[CH2:57][O:58][C:59](=[O:61])[NH2:60])=[O:16])[C:8]2[CH:13]=[CH:12][CH:11]=[CH:10][CH:9]=2)[CH:6]=[CH:5][CH:4]=[CH:3][CH:2]=1 |f:1.2,4.5|. Reported procedure: 5.5 g of 7β-[(2R)-2-(4-BOC-aminophenyl)-2-(4-ethyl-2,3-dioxopiperazine-1-carboxamido)-acetamido]-3-carbamoyloxymethyl-3-cephem-4-carboxylic acid diphenylmethyl ester are reacted in 200 ml of acetonitrile with 2.44 g of p-toluenesulphonic acid monohydrate in the manner described in Example 22. 7β-[(2R)-2-(4-Aminophenyl)-2-(4-ethyl-2,3-dioxopiperazine-1-carboxamido)-acetamido]-3-carbamoyloxymethyl-3-cephem-4-carboxylic acid diphenylmethyl ester p-toluenesulphonate is obtained. [α]D20 =+11°±1° (1.0... Starting materials: CC(COc1ccc(C#N)cc1)NC(=O)C(N)C(C)C, ClCCl, CN1CCOCC1, COc1cccc(OC(=O)Cl)c1, Cl, O. The product is COc1cccc(OC(=O)NC(C(=O)NC(C)COc2ccc(C#N)cc2)C(C)C)c1. As a reaction SMILES: [C:9](#[N:10])[c:11]1[cH:12][cH:13][c:14]([O:15][CH2:16][CH:17]([CH3:18])[NH:19][C:20]([CH:21]([NH2:22])[CH:23]([CH3:24])[CH3:25])=[O:26])[cH:27][cH:28]1.[CH2:42]([Cl:43])[Cl:44].[CH3:1][N:2]1[CH2:3][CH2:4][O:5][CH2:6][CH2:7]1.[Cl:29][C:30](=[O:31])[O:32][c:33]1[cH:34][c:35]([O:39][CH3:40])[cH:36][cH:37][cH:38]1.[ClH:8].[OH2:41]>>[C:9](#[N:10])[c:11]1[cH:12][cH:13][c:14]([O:15][CH2:16][CH:17]([CH3:18])[NH:19][C:20]([CH:21]([NH:22][C:30](=[O:31])[O:32][c:33]2[cH:34][c:35]([O:39][CH3:40])[cH:36][cH:37][cH:38]2)[CH:23]([CH3:24])[CH3:25])=[O:26])[cH:27][cH:28]1. The reactants are C1=NC=CC2=CC=CC=C12 (isoquinoline). The reagents and catalysts are [Ni] (nickel). Product: C1NCCC2=CC=CC=C12 (1,2,3,4-tetrahydroisoquinoline). Yield: 88.9%. As a reaction SMILES: [CH:1]1[C:10]2[C:5](=[CH:6][CH:7]=[CH:8][CH:9]=2)[CH:4]=[CH:3][N:2]=1>[Ni]>[CH2:1]1[C:10]2[C:5](=[CH:6][CH:7]=[CH:8][CH:9]=2)[CH2:4][CH2:3][NH:2]1. Procedure: In an autoclave, 1.2 kg of the same crude isoquinoline as used in Example 2 and 180 g of the aforementioned stabilized nickel catalyst were subjected to hydrogenation at a temperature of 180° C. under a hydrogen pressure of 135 kg/cm2 ·G for 65 hours. The amount of hydrogen absorbed was 29.9 moles and the molar ratio of the hydrogen absorption (by molar ratio based on raw material) was 3.22. The resultant reaction mixture was separated by filtration and then distilled. Consequently, 1.1 kg of 1,... The reactants are CN(C)C(=S)Cl, CN(C)C=O, [H-], [Na+], O, COC(=O)c1ccc2ccc(O)cc2c1. The product is COC(=O)c1ccc2ccc(OC(=S)N(C)C)cc2c1. Reaction SMILES: [CH3:18][N:19]([C:20](=[S:21])[Cl:22])[CH3:23].[CH3:24][N:25]([CH3:26])[CH:27]=[O:28].[H-:1].[Na+:2].[OH2:29].[OH:3][c:4]1[cH:5][cH:6][c:7]2[cH:8][cH:9][c:10]([C:14](=[O:15])[O:16][CH3:17])[cH:11][c:12]2[cH:13]1>>[O:3]([c:4]1[cH:5][cH:6][c:7]2[cH:8][cH:9][c:10]([C:14](=[O:15])[O:16][CH3:17])[cH:11][c:12]2[cH:13]1)[C:20]([N:19]([CH3:18])[CH3:23])=[S:21]. Starting materials: Cl (hydrochloride), NC1=C(C=C(C=C1I)C(CNC1CC1)=O)F (4'-amino-2-cyclopropylamino-3'-fluoro-5'-iodo-acetophenone), [BH4-].[Na+] (sodium borohydride). The product is NC1=C(C=C(C=C1I)C(CNC1CC1)O)F (1-(4'-Amino-3'-fluoro-5'-iodo-phenyl)-2-cyclopropylamino-ethanol). RXN SMILES: Cl.[NH2:2][C:3]1[C:8]([I:9])=[CH:7][C:6]([C:10](=[O:16])[CH2:11][NH:12][CH:13]2[CH2:15][CH2:14]2)=[CH:5][C:4]=1[F:17].[BH4-].[Na+]>>[NH2:2][C:3]1[C:8]([I:9])=[CH:7][C:6]([CH:10]([OH:16])[CH2:11][NH:12][CH:13]2[CH2:15][CH2:14]2)=[CH:5][C:4]=1[F:17] |f:2.3|. Procedure: m.p. of the hydrochloride: 199°-201° C. (decomp.), was prepared from 4'-amino-2-cyclopropylamino-3'-fluoro-5'-iodo-acetophenone and sodium borohydride analogous to Example 49. The reactants are C(C)OC=1C=C(CN2CCC(CC2)NC(C2=CC(=CC(=C2)OC)CO)=O)C=C(C1F)OCC (N-[1-(3,5-Diethoxy-4-fluoro-benzyl)-piperidin-4-yl]-3-hydroxymethyl-5-methoxy-benzamide), C(#N)[BH3-].[Na+] (sodium cyanoborohydride), ClC1=C(C=C(C=O)C=C1OCC)OCC (4-chloro-3,5-diethoxy-benzaldehyde), C(C)OC(C1=CC(=C(C(=C1)OCC)Cl)OCC)=O (4-chloro-3,5-diethoxy-benzoic acid ethyl ester), [H-].C(C(C)C)[Al+]CC(C)C (di-isobutylaluminium hydride), C(C)N(C(C)C)C(C)C (N-ethyl-diisopropylamine). The reagents and catalysts are O=[Mn]=O (MnO2). The solvent is C(C)(=O)O (acetic acid), C(C)O (ethanol). Yields the product ClC1=C(C=C(CN2CCC(CC2)NC(C2=CC(=CC(=C2)OC)CO)=O)C=C1OCC)OCC (N-[1-(4-Chloro-3,5-diethoxy-benzyl)-piperidin-4-yl]-3-hydroxymethyl-5-methoxy-benzamide). RXN SMILES: [CH2:1]([O:3][C:4]1[CH:5]=[C:6]([CH:27]=[C:28]([O:31][CH2:32][CH3:33])[C:29]=1F)[CH2:7][N:8]1[CH2:13][CH2:12][CH:11]([NH:14][C:15](=[O:26])[C:16]2[CH:21]=[C:20]([O:22][CH3:23])[CH:19]=[C:18]([CH2:24][OH:25])[CH:17]=2)[CH2:10][CH2:9]1)[CH3:2].[Cl:34]C1C(OCC)=CC(C=O)=CC=1OCC.C(OC(=O)C1C=C(OCC)C(Cl)=C(OCC)C=1)C.[H-].C([Al+]CC(C)C)C(C)C.C([BH3-])#N.[Na+].C(N(C(C)C)C(C)C)C>C(O)C.O=[Mn]=O.C(O)(=O)C>[Cl:34][C:29]1[C:4]([O:3][CH2:1][CH3:2])=[CH:5][C:6]([CH2:7][N:8]2[CH2:13][CH2:12][CH:11]([NH:14][C:15](=[O:26])[C:16]3[CH:21]=[C:20]([O:22][CH3:23])[CH:19]=[C:18]([CH2:24][OH:25])[CH:17]=3)[CH2:10][CH2:9]2)=[CH:27][C:28]=1[O:31][CH2:32][CH3:33] |f:3.4,5.6|. Procedure: In analogy to the procedure described in example 50k), 3-hydroxymethyl-5-methoxy-N-piperidin-4-yl-benzamide (example 217) was reacted with 4-chloro-3,5-diethoxy-benzaldehyde [prepared from 4-chloro-3,5-diethoxy-benzoic acid ethyl ester (example 219a) by reduction with di-isobutylaluminium hydride followed by oxidation with MnO2 in analogy to the procedures described in example 1a)], sodium cyanoborohydride, N-ethyl-diisopropylamine and acetic acid in ethanol at 50° C. to yield the title compound... The reactants are Brc1csc2ccccc12, Oc1ccc(OCc2ccccc2)cc1, CCOC(C)=O, Cc1cc(C)nc(C)c1. The product is c1ccc2sccc2c1. RXN SMILES: [Br:1][c:2]1[c:3]2[c:4]([s:5][cH:6]1)[cH:7][cH:8][cH:9][cH:10]2.[CH2:20]([O:21][c:22]1[cH:23][cH:24][c:25]([OH:26])[cH:27][cH:28]1)[c:29]1[cH:30][cH:31][cH:32][cH:33][cH:34]1.[CH3:35][CH2:36][O:37][C:38](=[O:39])[CH3:40].[n:11]1[c:12]([CH3:13])[cH:14][c:15]([CH3:16])[cH:17][c:18]1[CH3:19]>>[cH:2]1[c:3]2[c:4]([s:5][cH:6]1)[cH:7][cH:8][cH:9][cH:10]2. Reaction SMILES: [CH3:10][S:11]([CH3:12])=[O:13].[CH:14]([CH3:15])([CH3:16])[N:17]1[CH2:18][CH2:19][NH:20][CH2:21][CH2:22]1.[Cl:1][c:2]1[n:3][cH:4][c:5]([C:8]#[N:9])[cH:6][cH:7]1.[OH2:23]>>[c:2]1([N:20]2[CH2:19][CH2:18][N:17]([CH:14]([CH3:15])[CH3:16])[CH2:22][CH2:21]2)[n:3][cH:4][c:5]([C:8]#[N:9])[cH:6][cH:7]1. Starting materials: CS(C)=O, CC(C)N1CCNCC1, N#Cc1ccc(Cl)nc1, O. The product is CC(C)N1CCN(c2ccc(C#N)cn2)CC1. Starting materials: N1=CC=C(C=C1)SC=1C[C@H]2N(C1C(=O)OCC=C)C([C@H]2[C@@H](CO[SiH](C)C)C(C)(C)C)=O (allyl (5R,6S)-2-(4-pyridylthio)-6-[(1R)-1-tert.-butyldimethylsilyloxyethyl]carbapen-2-em-3-carboxylate), C(C)(=O)O (acetic acid), solution, [F-].C(CCC)[N+](CCCC)(CCCC)CCCC (tetrabutylammonium fluoride). Reported procedure: 3.69 ml (64.5 mmol - 10 equivalents) of glacial acetic acid and 19.3 ml (19.3 mmol - 3 equivalents) of a 1M solution of tetrabutylammonium fluoride in THF were added to a solution, which had been cooled to 0° C., of 2.97 g (6.5 mmol) of allyl (5R,6S)-2-(4-pyridylthio)-6-[(1R)-1-tert.-butyldimethylsilyloxyethyl]carbapen-2-em-3-carboxylate in 60 ml of THF. The cooling bath was removed and the reaction solution was allowed to stand at room temperature for 62 h. To work up, it was poured a into a mi... Run at time 62 hour. RXN SMILES: C(O)(=[O:3])C.[F-].C([N+](CCCC)(CCCC)CCCC)CCC.[N:23]1[CH:28]=[CH:27][C:26]([S:29][C:30]2[CH2:31][C@@H:32]3[C@H:42]([C@H:43]([C:49](C)(C)C)CO[SiH](C)C)[C:41](=[O:53])[N:33]3[C:34]=2[C:35]([O:37][CH2:38][CH:39]=[CH2:40])=[O:36])=[CH:25][CH:24]=1>C1COCC1>[N:23]1[CH:28]=[CH:27][C:26]([S:29][C:30]2[CH2:31][C@@H:32]3[C@@H:42]([C@H:43]([OH:3])[CH3:49])[C:41](=[O:53])[N:33]3[C:34]=2[C:35]([O:37][CH2:38][CH:39]=[CH2:40])=[O:36])=[CH:25][CH:24]=1 |f:1.2|. Solvent: C1CCOC1 (THF), C1CCOC1 (THF). Isolated yield 21.0%. Yields the product N1=CC=C(C=C1)SC=1C[C@H]2N(C1C(=O)OCC=C)C([C@@H]2[C@@H](C)O)=O (Allyl (5R,6S)-2-(4-pyridylthio)-6-[(1R)-1-hydroxyethyl]-carbapen-2-em-3-carboxylate). Reactants: ClC1=CC=C(C=C1)N(C(=O)[C@H]1C[C@@H](N(C2=CC=CC=C12)C(=O)C1=CC=C(C=C1)CCCC(C(=O)OC)(C)C)C)CC ((±)-trans-methyl 5-(4-{[4-{[(4-chlorophenyl)(ethyl)amino]carbonyl}-2-methyl-3,4-dihydroquinolin-1(2H)-yl]carbonyl}phenyl)-2,2-dimethylpentanoate), C1CCOC1.CO (THF methanol), [OH-].[Na+] (sodium hydroxide). Solvent: O (water). Run at temperature 60 celsius. Product: ClC1=CC=C(C=C1)N(C(=O)C1CC(N(C2=CC=CC=C12)C(=O)C1=CC=C(C=C1)CCCC(C(=O)O)(C)C)C)CC (5-(4-{[4-{[(4-Chlorophenyl)(ethyl)amino]carbonyl}-2-methyl-3,4-dihydroquinolin-1(2H)-yl]carbonyl}phenyl)-2,2-dimethylpentanoic acid). RXN SMILES: [Cl:1][C:2]1[CH:7]=[CH:6][C:5]([N:8]([CH2:40][CH3:41])[C:9]([C@@H:11]2[C:20]3[C:15](=[CH:16][CH:17]=[CH:18][CH:19]=3)[N:14]([C:21]([C:23]3[CH:28]=[CH:27][C:26]([CH2:29][CH2:30][CH2:31][C:32]([CH3:38])([CH3:37])[C:33]([O:35]C)=[O:34])=[CH:25][CH:24]=3)=[O:22])[C@@H:13]([CH3:39])[CH2:12]2)=[O:10])=[CH:4][CH:3]=1.C1COCC1.CO.[OH-].[Na+]>O>[Cl:1][C:2]1[CH:3]=[CH:4][C:5]([N:8]([CH2:40][CH3:41])[C:9]([CH:11]2[C:20]3[C:15](=[CH:16][CH:17]=[CH:18][CH:19]=3)[N:14]([C:21]([C:23]3[CH:24]=[CH:25][C:26]([CH2:29][CH2:30][CH2:31][C:32]([CH3:37])([CH3:38])[C:33]([OH:35])=[O:34])=[CH:27][CH:28]=3)=[O:22])[CH:13]([CH3:39])[CH2:12]2)=[O:10])=[CH:6][CH:7]=1 |f:1.2,3.4|. Procedure: To a solution of (±)-trans-methyl 5-(4-{[4-{[(4-chlorophenyl)(ethyl)amino]carbonyl}-2-methyl-3,4-dihydroquinolin-1(2H)-yl]carbonyl}phenyl)-2,2-dimethylpentanoate (500 mg, 0.87 mmol) in 1:1 THF/methanol (5.0 mL) was added a solution of sodium hydroxide (69.5 mg, 1.74 mmol) in water (1.0 mL). The resulting mixture was heated at 60° C. for 18-20 hours and concentrated. The resulting residue was dissolved in water (˜50 mL), cooled to 0° C., and the solution acidified using 3N hydrochloric acid. The ...